This data is from the Open Reaction Database (ORD), a public repository of structured organic reaction records. The task is: describe an organic reaction: reactants, conditions, products, and yield The reactants are ClCCCI, [H-], O=[N+]([O-])c1ccc2cc[nH]c2c1, [Na+], CN(C)C=O. The product is O=[N+]([O-])c1ccc2ccn(CCCCl)c2c1. As a reaction SMILES: [Cl:15][CH2:16][CH2:17][CH2:18][I:19].[H-:1].[N+:3](=[O:4])([O-:5])[c:6]1[cH:7][cH:8][c:9]2[cH:10][cH:11][nH:12][c:13]2[cH:14]1.[Na+:2].[O:20]=[CH:21][N:22]([CH3:23])[CH3:24]>>[N+:3](=[O:4])([O-:5])[c:6]1[cH:7][cH:8][c:9]2[cH:10][cH:11][n:12]([CH2:18][CH2:17][CH2:16][Cl:15])[c:13]2[cH:14]1.